This data is from the Open Reaction Database (ORD), a public repository of structured organic reaction records. The task is: describe an organic reaction: reactants, conditions, products, and yield Solvent: C(C)O (ethanol). The yield is 73.1%. The reagents and catalysts are [Pt] (platinum). Reactants: O1CC=CC2=C(C=CC=C12)CCCNC(=O)C1CC1 (cyclopropanecarboxylic acid [3-(2H-chromen-5-yl)-propyl]-amide). Product: O1CCCC2=C(C=CC=C12)CCCNC(=O)C1CC1 (Cyclopropanecarboxylic acid (3-chroman-5-yl-propyl)-amide). Procedure details: A solution of cyclopropanecarboxylic acid [3-(2H-chromen-5-yl)-propyl]-amide (76 mg) in ethanol (5 ml) was hydrogenated over platinum (5% on carbon, 10 mg) for 16 h. The catalyst was filtered off and the filtrate evaporated. The residue was purified by column chromatography on silica. Elution with hexane/ethyl acetate 2:1 gave the title compound as a colourless solid (56 mg) As a reaction SMILES: [O:1]1[C:10]2[C:5](=[C:6]([CH2:11][CH2:12][CH2:13][NH:14][C:15]([CH:17]3[CH2:19][CH2:18]3)=[O:16])[CH:7]=[CH:8][CH:9]=2)[CH:4]=[CH:3][CH2:2]1>C(O)C.[Pt]>[O:1]1[C:10]2[C:5](=[C:6]([CH2:11][CH2:12][CH2:13][NH:14][C:15]([CH:17]3[CH2:18][CH2:19]3)=[O:16])[CH:7]=[CH:8][CH:9]=2)[CH2:4][CH2:3][CH2:2]1. Starting materials: FC=1C=C(C=O)C=CC1F (3,4-difluorobenzaldehyde), C(C1=CC=CC=C1)N1C(=C(C2=CC(=CC=C12)O)C(C)=O)C(C)C (1-(1-benzyl-5-hydroxy-2-isopropyl-1H-indol-3-yl)ethanone), C(C1=CC=CC=C1)N1C(=C(C2=CC(=CC=C12)O)C(C)=O)C(C)C (1-(1-benzyl-5-hydroxy-2-isopropyl-1H-indol-3-yl)ethanone), FC=1C=C(C=O)C=CC1F (3,4-difluorobenzaldehyde). Solvent: CCO (EtOH), [OH-].[Na+] (NaOH). Run at temperature 60 celsius, time 16 hour. Product: C(C1=CC=CC=C1)N1C(=C(C2=CC(=CC=C12)O)C(\C=C\C1=CC(=C(C=C1)F)F)=O)C(C)C ((E)-1-(1-benzyl-5-hydroxy-2-isopropyl-1H-indol-3-yl)-3-(3,4-difluorophenyl)prop-2-en-1-one). Reaction SMILES: [CH2:1]([N:8]1[C:16]2[C:11](=[CH:12][C:13]([OH:17])=[CH:14][CH:15]=2)[C:10]([C:18](=[O:20])[CH3:19])=[C:9]1[CH:21]([CH3:23])[CH3:22])[C:2]1[CH:7]=[CH:6][CH:5]=[CH:4][CH:3]=1.[F:24][C:25]1[CH:26]=[C:27]([CH:30]=[CH:31][C:32]=1[F:33])[CH:28]=O>CCO.[OH-].[Na+]>[CH2:1]([N:8]1[C:16]2[C:11](=[CH:12][C:13]([OH:17])=[CH:14][CH:15]=2)[C:10]([C:18](=[O:20])/[CH:19]=[CH:28]/[C:27]2[CH:30]=[CH:31][C:32]([F:33])=[C:25]([F:24])[CH:26]=2)=[C:9]1[CH:21]([CH3:23])[CH3:22])[C:2]1[CH:3]=[CH:4][CH:5]=[CH:6][CH:7]=1 |f:3.4|. Reported procedure: General Procedure G. To a solution of 1-(1-benzyl-5-hydroxy-2-isopropyl-1H-indol-3-yl)ethanone (Compound 29, 64 mg, 0.21 mmol) in EtOH (3 ml) and NaOH (4 M, 0.53 ml) at room temperature was added 3,4-difluorobenzaldehyde (46 μl, 0.42 mmol). The reaction was stirred for 16 h, heated to 60° C. for 4 h, and more 3,4-difluorobenzaldehyde (180 μl, 1.68 mmol) was added, stirred at room temperature for 24 h. The reaction was quenched by 1 M HCl (5 ml), and stirred at room temperature for 4 h, and the p... Starting materials: COC(CCCCCC[C@H]1[C@@H](CCC1=O)C=CC(CC1CCCCC1)O)=O (trans-2-(4-cyclohexyl-3-hydroxy-1-butenyl)-5-oxocyclopentaneheptanoic acid methyl ester), [OH-].[Na+] (NaOH), Cl (HCl). The solvent is CO (methanol), CCOCC (ether). Conditions: time 2 hour. Product: C1(CCCCC1)CC(C=C[C@H]1[C@@H](C(CC1)=O)CCCCCCC(=O)O)O (trans-2-(4-Cyclohexyl-3-hydroxy-1-butenyl)-5-oxocyclopentaneheptanoic Acid). As a reaction SMILES: C[O:2][C:3](=[O:27])[CH2:4][CH2:5][CH2:6][CH2:7][CH2:8][CH2:9][C@@H:10]1[C:14](=[O:15])[CH2:13][CH2:12][C@H:11]1[CH:16]=[CH:17][CH:18]([OH:26])[CH2:19][CH:20]1[CH2:25][CH2:24][CH2:23][CH2:22][CH2:21]1.[OH-].[Na+].Cl>CO.CCOCC>[CH:20]1([CH2:19][CH:18]([OH:26])[CH:17]=[CH:16][C@@H:11]2[CH2:12][CH2:13][C:14](=[O:15])[C@H:10]2[CH2:9][CH2:8][CH2:7][CH2:6][CH2:5][CH2:4][C:3]([OH:27])=[O:2])[CH2:25][CH2:24][CH2:23][CH2:22][CH2:21]1 |f:1.2|. Reported procedure: To a solution of trans-2-(4-cyclohexyl-3-hydroxy-1-butenyl)-5-oxocyclopentaneheptanoic acid methyl ester, Isomer A (11.56 g), described in Example 10, in 53 ml of methanol is added 10% NaOH (18.3 ml). The mixture is stirred at room temperature for 2 hr then rendered acidic with 10% HCl and diluted with ether. The ether solution is washed with water, dried and evaporated to yield Isomer A of the title compound, νmaxCHCl3 1730, 1710 cm-1. The reactants are [Si](C)(C)(C(C)(C)C)OCC1(CC(=NCCS1)SC)C (7-({[tert-butyl(dimethyl)silyl]oxy}methyl)-7-methyl-5-(methylthio)-2,3,6,7-tetrahydro-1,4-thiazepine), BrC1=CC=C(C=C1)C1(CC1)C(=O)NN (1-(4-Bromophenyl)cyclopropanecarbohydrazide). Solvent: C(CCC)O (1-butanol). The product is BrC1=CC=C(C=C1)C1(CC1)C1=NN=C2N1CCSC(C2)(C)CO[Si](C)(C)C(C)(C)C (3-[1-(4-Bromophenyl)cyclopropyl]-8-({[tert-butyl(dimethyl)silyl]oxy}methyl)-8-methyl-5,6,8,9-tetrahydro[1,2,4]triazolo[4,3-d][1,4]thiazepine). Yield: 66.1%. Reaction SMILES: [Si:1]([O:8][CH2:9][C:10]1([CH3:19])[S:16][CH2:15][CH2:14][N:13]=[C:12](SC)[CH2:11]1)([C:4]([CH3:7])([CH3:6])[CH3:5])([CH3:3])[CH3:2].[Br:20][C:21]1[CH:26]=[CH:25][C:24]([C:27]2([C:30]([NH:32][NH2:33])=O)[CH2:29][CH2:28]2)=[CH:23][CH:22]=1>C(O)CCC>[Br:20][C:21]1[CH:22]=[CH:23][C:24]([C:27]2([C:30]3[N:13]4[CH2:14][CH2:15][S:16][C:10]([CH2:9][O:8][Si:1]([C:4]([CH3:7])([CH3:6])[CH3:5])([CH3:3])[CH3:2])([CH3:19])[CH2:11][C:12]4=[N:33][N:32]=3)[CH2:29][CH2:28]2)=[CH:25][CH:26]=1. Procedure details: A solution of 7-({[tert-butyl(dimethyl)silyl]oxy}methyl)-7-methyl-5-(methylthio)-2,3,6,7-tetrahydro-1,4-thiazepine (34.4 g, 108 mmol) and the compound (27.5 g, 108 mmol) obtained in Example 16-3) in 1-butanol (800 mL) was stirred at 140° C. for 6 h. The reaction mixture was cooled to room temperature, the solvent was distilled off under reduced pressure, and the residue was purified by silica gel column chromatography (ethyl acetate:hexane=1:1 to 1:0) to obtain the title compound (36.3 g, 66%) a... The reactants are CCCCO, CCN(C(C)C)C(C)C, N#Cc1cnc(Nc2cc(Cl)ncn2)s1, O=C1NCCN1CCN1CCNCC1. The product is N#Cc1cnc(Nc2cc(N3CCN(CCN4CCNC4=O)CC3)ncn2)s1. Reaction SMILES: [CH2:39]([OH:40])[CH2:41][CH2:42][CH3:43].[CH:30]([N:31]([CH2:32][CH3:33])[CH:34]([CH3:35])[CH3:36])([CH3:37])[CH3:38].[Cl:1][c:2]1[cH:3][c:4]([NH:8][c:9]2[s:10][c:11]([C:14]#[N:15])[cH:12][n:13]2)[n:5][cH:6][n:7]1.[N:16]1([CH2:22][CH2:23][N:24]2[C:25](=[O:29])[NH:26][CH2:27][CH2:28]2)[CH2:17][CH2:18][NH:19][CH2:20][CH2:21]1>>[c:2]1([N:19]2[CH2:18][CH2:17][N:16]([CH2:22][CH2:23][N:24]3[C:25](=[O:29])[NH:26][CH2:27][CH2:28]3)[CH2:21][CH2:20]2)[cH:3][c:4]([NH:8][c:9]2[s:10][c:11]([C:14]#[N:15])[cH:12][n:13]2)[n:5][cH:6][n:7]1. The reactants are C1CCOC1, COc1cc(-c2cc3nccc(Oc4ccc([N+](=O)[O-])cc4F)c3s2)ccc1O, CCOC(=O)N=NC(=O)OCC, OCCN1CCOCC1, c1ccc(P(c2ccccc2)c2ccccc2)cc1. The product is COc1cc(-c2cc3nccc(Oc4ccc([N+](=O)[O-])cc4F)c3s2)ccc1OCCN1CCOCC1. As a reaction SMILES: [CH2:70]1[O:71][CH2:72][CH2:73][CH2:74]1.[F:13][c:14]1[c:15]([O:16][c:17]2[c:18]3[c:19]([n:20][cH:21][cH:22]2)[cH:23][c:24](-[c:26]2[cH:27][c:28]([O:33][CH3:34])[c:29]([OH:32])[cH:30][cH:31]2)[s:25]3)[cH:35][cH:36][c:37]([N+:39](=[O:40])[O-:41])[cH:38]1.[O:1]=[C:2]([O:3][CH2:4][CH3:5])[N:6]=[N:7][C:8]([O:9][CH2:10][CH3:11])=[O:12].[O:42]1[CH2:43][CH2:44][N:45]([CH2:48][CH2:49][OH:50])[CH2:46][CH2:47]1.[c:51]1([P:52]([c:53]2[cH:54][cH:55][cH:56][cH:57][cH:58]2)[c:59]2[cH:60][cH:61][cH:62][cH:63][cH:64]2)[cH:65][cH:66][cH:67][cH:68][cH:69]1>>[F:13][c:14]1[c:15]([O:16][c:17]2[c:18]3[c:19]([n:20][cH:21][cH:22]2)[cH:23][c:24](-[c:26]2[cH:27][c:28]([O:33][CH3:34])[c:29]([O:32][CH2:49][CH2:48][N:45]4[CH2:44][CH2:43][O:42][CH2:47][CH2:46]4)[cH:30][cH:31]2)[s:25]3)[cH:35][cH:36][c:37]([N+:39](=[O:40])[O-:41])[cH:38]1. Starting materials: tert.-butyl, ClC1=C2C3=CC(CCC3(CC2=CC(=C1Cl)CC(=O)[O-])CC)=O ((5,6-dichloro-9a-ethyl-3-oxo-1,2,9,9a-tetrahydro-3H-fluoren-7-yl)acetate), ClC1=C2C3=CC(CCC3(CC2=CC(=C1Cl)OCC(=O)OC(C)(C)C)CCC)=O (tert.-butyl [(5,6-dichloro-3-oxo-9a-propyl-1,2,9,9a-tetrahydro-3H-fluoren-7-yl)oxy]-acetate). Yields the product ClC1=C2C3=CC(CCC3(CC2=CC(=C1Cl)OCC(=O)O)CCC)=O ([(5,6-dichloro-3-oxo-9a-propyl-1,2,9,9a-tetrahydro-3H-fluoren-7-yl)oxy]acetic acid). As a reaction SMILES: ClC1C(Cl)=C(CC([O-])=O)C=C2C=1C1C(CC)(C2)CCC(=O)C=1.[Cl:23][C:24]1[C:36]([Cl:37])=[C:35]([O:38][CH2:39][C:40]([O:42]C(C)(C)C)=[O:41])[CH:34]=[C:33]2[C:25]=1[C:26]1[C:31]([CH2:47][CH2:48][CH3:49])([CH2:32]2)[CH2:30][CH2:29][C:28](=[O:50])[CH:27]=1>>[Cl:23][C:24]1[C:36]([Cl:37])=[C:35]([O:38][CH2:39][C:40]([OH:42])=[O:41])[CH:34]=[C:33]2[C:25]=1[C:26]1[C:31]([CH2:47][CH2:48][CH3:49])([CH2:32]2)[CH2:30][CH2:29][C:28](=[O:50])[CH:27]=1. Reported procedure: Carrying out a reaction as described in Example 53, Step B, except that the tert.-butyl [(5,6-dichloro-9a-ethyl-3-oxo-1,2,9,9a-tetrahydro-3H-fluoren-7-yl)acetate is replaced by an equimolar amount of tert.-butyl [(5,6-dichloro-3-oxo-9a-propyl-1,2,9,9a-tetrahydro-3H-fluoren-7-yl)oxy]-acetate, thereby is obtained [(5,6-dichloro-3-oxo-9a-propyl-1,2,9,9a-tetrahydro-3H-fluoren-7-yl)oxy]acetic acid. Reactants: CN1CCC(=C2c3ccccc3C=Cc3ccc(CN)cc32)CC1, COc1cc(C(=O)Cl)cc(OC)c1OC, Cc1ccccc1, [Na+], [OH-]. The product is COc1cc(C(=O)NCc2ccc3c(c2)C(=C2CCN(C)CC2)c2ccccc2C=C3)cc(OC)c1OC. RXN SMILES: [CH3:1][N:2]1[CH2:3][CH2:4][C:5](=[C:8]2[c:9]3[c:10]([cH:21][cH:22][cH:23][cH:24]3)[CH:11]=[CH:12][c:13]3[c:14]2[cH:15][c:16]([CH2:19][NH2:20])[cH:17][cH:18]3)[CH2:6][CH2:7]1.[CH3:25][O:26][c:27]1[cH:28][c:29]([C:30](=[O:31])[Cl:32])[cH:33][c:34]([O:38][CH3:39])[c:35]1[O:36][CH3:37].[CH3:42][c:43]1[cH:44][cH:45][cH:46][cH:47][cH:48]1.[Na+:41].[OH-:40]>>[CH3:1][N:2]1[CH2:3][CH2:4][C:5](=[C:8]2[c:9]3[c:10]([cH:21][cH:22][cH:23][cH:24]3)[CH:11]=[CH:12][c:13]3[c:14]2[cH:15][c:16]([CH2:19][NH:20][C:30]([c:29]2[cH:28][c:27]([O:26][CH3:25])[c:35]([O:36][CH3:37])[c:34]([O:38][CH3:39])[cH:33]2)=[O:31])[cH:17][cH:18]3)[CH2:6][CH2:7]1.